Dataset: the Open Reaction Database (ORD), a public repository of structured organic reaction records. Task: describe an organic reaction: reactants, conditions, products, and yield Reactants: ClC1=NC(=NC=C1C#N)C1=CC=C(C=C1)CCCCCC (4-chloro-5-cyano-2-(4-n-hexylphenyl)-pyrimidine). Reagents/catalysts: [Zn] (zinc). Solvent: O1CCOCC1 (dioxane). The product is C(#N)C=1C=NC(=NC1)C1=CC=C(C=C1)CCCCCC (5-cyano-2-(4-n-hexylphenyl)-pyrimidine). RXN SMILES: Cl[C:2]1[C:7]([C:8]#[N:9])=[CH:6][N:5]=[C:4]([C:10]2[CH:15]=[CH:14][C:13]([CH2:16][CH2:17][CH2:18][CH2:19][CH2:20][CH3:21])=[CH:12][CH:11]=2)[N:3]=1>[Zn].O1CCOCC1>[C:8]([C:7]1[CH:2]=[N:3][C:4]([C:10]2[CH:15]=[CH:14][C:13]([CH2:16][CH2:17][CH2:18][CH2:19][CH2:20][CH3:21])=[CH:12][CH:11]=2)=[N:5][CH:6]=1)#[N:9]. Reported procedure: 5.7 G. of 4-chloro-5-cyano-2-(4-n-hexylphenyl)-pyrimidine are reacted in 250 ml. of 50% dioxane with 21.9 g. of pre-treated zinc dust and worked up after the reaction in a manner analogous to that described in Example 13. There is obtained 5-cyano-2-(4-n-hexylphenyl)-pyrimidine as colorless crystals having a melting point of 86.3°-87.8° C. (smectic); nematic at 101.3° C; clearing point 102.6°-103.2° c. The substance is identical with the compound obtained according to Example 10. The reactants are CC1=NOC(=C1CN1N=CC(=C1)N1C(NCC1=O)=O)C (3-(1-((3,5-dimethylisoxazol-4-yl)methyl)-1H-pyrazol-4-yl)imidazolidine-2,4-dione), OC1=CC=C(CCBr)C=C1 (4-hydroxyphenethyl bromide). The product is CC1=NOC(=C1CN1N=CC(=C1)N1C(N(CC1=O)CCC1=CC=C(C=C1)O)=O)C (3-(1-((3,5-dimethylisoxazol-4-yl)methyl)-1H-pyrazol-4-yl)-1-(4-hydroxyphenethyl)imidazolidine-2,4-dione). Yield: 31.0%. RXN SMILES: [CH3:1][C:2]1[C:6]([CH2:7][N:8]2[CH:12]=[C:11]([N:13]3[C:17](=[O:18])[CH2:16][NH:15][C:14]3=[O:19])[CH:10]=[N:9]2)=[C:5]([CH3:20])[O:4][N:3]=1.[OH:21][C:22]1[CH:30]=[CH:29][C:25]([CH2:26][CH2:27]Br)=[CH:24][CH:23]=1>>[CH3:1][C:2]1[C:6]([CH2:7][N:8]2[CH:12]=[C:11]([N:13]3[C:17](=[O:18])[CH2:16][N:15]([CH2:27][CH2:26][C:25]4[CH:29]=[CH:30][C:22]([OH:21])=[CH:23][CH:24]=4)[C:14]3=[O:19])[CH:10]=[N:9]2)=[C:5]([CH3:20])[O:4][N:3]=1. Reported procedure: Prepared as in example 10-52 from 3-(1-((3,5-dimethylisoxazol-4-yl)methyl)-1H-pyrazol-4-yl)imidazolidine-2,4-dione (example 10-1) and 4-hydroxyphenethyl bromide. Yield: 31%. MS M+H calculated 396.16; found 396.1. The title compound was shown to inhibit hT2R08 bitter receptor and had an IC50 of 0.41 μM. Starting materials: [Al+3], CON(C)C(=O)c1oc2cc(F)ccc2c1C, [H-], [H-], [H-], [H-], [Li+], C1CCOC1, O. Yields the product Cc1c(C=O)oc2cc(F)ccc12. Reaction SMILES: [Al+3:19].[F:1][c:2]1[cH:3][c:4]2[c:5]([c:6]([CH3:15])[c:7]([C:9](=[O:10])[N:11]([O:12][CH3:13])[CH3:14])[o:8]2)[cH:16][cH:17]1.[H-:18].[H-:21].[H-:22].[H-:23].[Li+:20].[O:25]1[CH2:26][CH2:27][CH2:28][CH2:29]1.[OH2:24]>>[F:1][c:2]1[cH:3][c:4]2[c:5]([c:6]([CH3:15])[c:7]([CH:9]=[O:10])[o:8]2)[cH:16][cH:17]1. The reactants are C1CCOC1, COC(=O)C1CCCC1C(=O)c1ccc(-c2ccc(Nc3nc4ccc(OC(F)(F)F)cc4s3)c(F)c2)cc1, [Na+], C1COCCO1, [OH-]. Yields the product O=C(O)C1CCCC1C(=O)c1ccc(-c2ccc(Nc3nc4ccc(OC(F)(F)F)cc4s3)c(F)c2)cc1. Reaction SMILES: [CH2:42]1[O:43][CH2:44][CH2:45][CH2:46]1.[F:1][c:2]1[cH:3][c:4](-[c:23]2[cH:24][cH:25][c:26]([C:29](=[O:30])[CH:31]3[CH:32]([C:36](=[O:37])[O:38][CH3:39])[CH2:33][CH2:34][CH2:35]3)[cH:27][cH:28]2)[cH:5][cH:6][c:7]1[NH:8][c:9]1[s:10][c:11]2[c:12]([n:13]1)[cH:14][cH:15][c:16]([O:18][C:19]([F:20])([F:21])[F:22])[cH:17]2.[Na+:41].[O:47]1[CH2:48][CH2:49][O:50][CH2:51][CH2:52]1.[OH-:40]>>[F:1][c:2]1[cH:3][c:4](-[c:23]2[cH:24][cH:25][c:26]([C:29](=[O:30])[CH:31]3[CH:32]([C:36](=[O:37])[OH:38])[CH2:33][CH2:34][CH2:35]3)[cH:27][cH:28]2)[cH:5][cH:6][c:7]1[NH:8][c:9]1[s:10][c:11]2[c:12]([n:13]1)[cH:14][cH:15][c:16]([O:18][C:19]([F:20])([F:21])[F:22])[cH:17]2.